This data is from the Open Reaction Database (ORD), a public repository of structured organic reaction records. The task is: describe an organic reaction: reactants, conditions, products, and yield Reactants: CCOc1ccc2[nH]ccc2c1OCc1ccccc1, CCCC[N+](CCCC)(CCCC)CCCC, Cc1ccccc1, COS(=O)(=O)OC, O, O=S(=O)([O-])O. Product: CCOc1ccc2c(ccn2C)c1OCc1ccccc1. As a reaction SMILES: [CH2:1]([c:2]1[cH:3][cH:4][cH:5][cH:6][cH:7]1)[O:8][c:9]1[c:10]2[cH:11][cH:12][nH:13][c:14]2[cH:15][cH:16][c:17]1[O:18][CH2:19][CH3:20].[CH2:40]([N+:41]([CH2:42][CH2:43][CH2:44][CH3:45])([CH2:46][CH2:47][CH2:48][CH3:49])[CH2:50][CH2:51][CH2:52][CH3:53])[CH2:54][CH2:55][CH3:56].[CH3:21][c:22]1[cH:23][cH:24][cH:25][cH:26][cH:27]1.[CH3:28][O:29][S:30]([O:31][CH3:32])(=[O:33])=[O:34].[OH2:57].[S:35]([O-:36])([OH:37])(=[O:38])=[O:39]>>[CH2:1]([c:2]1[cH:3][cH:4][cH:5][cH:6][cH:7]1)[O:8][c:9]1[c:10]2[cH:11][cH:12][n:13]([CH3:21])[c:14]2[cH:15][cH:16][c:17]1[O:18][CH2:19][CH3:20]. Starting materials: [Li]CCCC (BuLi), [N+](=O)([O-])C (Nitromethane), BrC=1C=C(\C=N\[S@@](=O)C(C)(C)C)C=C(C1)F ((S,E)-N-(3-bromo-5-fluorobenzylidene)-2-methylpropane-2-sulfinamide). Run in C1CCOC1 (THF), C1CCOC1 (THF). Run at temperature -78 celsius, time 10 minute. The product is BrC=1C=C(C=C(C1)F)[C@@H](C[N+](=O)[O-])N[S@@](=O)C(C)(C)C ((S)—N—((S)-1-(3-bromo-5-fluorophenyl)-2-nitroethyl)-2-methylpropane-2-sulfinamide). Yield: 38.7%. As a reaction SMILES: [N+:1]([CH3:4])([O-:3])=[O:2].[Li]CCCC.[Br:10][C:11]1[CH:12]=[C:13]([CH:22]=[C:23]([F:25])[CH:24]=1)/[CH:14]=[N:15]/[S@:16]([C:18]([CH3:21])([CH3:20])[CH3:19])=[O:17]>C1COCC1>[Br:10][C:11]1[CH:12]=[C:13]([C@H:14]([NH:15][S@:16]([C:18]([CH3:21])([CH3:20])[CH3:19])=[O:17])[CH2:4][N+:1]([O-:3])=[O:2])[CH:22]=[C:23]([F:25])[CH:24]=1. Procedure: Nitromethane (1.0 mL, 17.20 mmol) was dissolved in THF (34.4 mL), then BuLi (2.5 M in hexanes) (7.22 mL, 18.06 mmol) was added at −78° C. The reaction mixture was stirred at −78° C. for 10 min, then warmed up to room temperature for 20 min. After cooling down to −78° C., (S,E)-N-(3-bromo-5-fluorobenzylidene)-2-methylpropane-2-sulfinamide (4.74 g, 15.48 mmol) in THF (6 mL) was added dropwise. The reaction mixture was stirred at −78° C. for 20 min, warmed up to room temperature, and stirred at roo... Run at temperature 60 celsius, time 6 hour. Yields the product CC1(OC[C@H]2[C@@H](O1)[C@H]3[C@@](O2)(OC(O3)(C)C)CO)C (2,3:4,6-di-O-isopropylidene-L-sorbofuranose). Procedure: To 200 ml of acetone were added 10.0 g of L-sorbose and 127 mg of iodine and the mixture was refluxed with stirring in a water bath at 60° C. for 6 hours. During this reaction, the refluxing solvent was dried with 20 g of Molecular Sieves 3A interposed between the reaction vessel and the cooling jacket. The reaction mixture was then subjected to an after-treatment similar to that described in Example 11 to give 11.15 g (77.2%) of 2,3:4,6-di-O-isopropylidene-L-sorbofuranose (purity ≥98.5%). Yield: 154.3%. RXN SMILES: [OH:1][CH2:2][C:3]([C@H:5]([C@@H:7]([C@H:9]([CH2:11][OH:12])[OH:10])[OH:8])[OH:6])=[O:4].II>CC(C)=O>[CH3:2][C:3]1([CH3:5])[O:6][C@H:5]2[C@@H:7]3[O:8][C:9]([CH3:11])([CH3:7])[O:10][C@:9]3([CH2:11][OH:12])[O:4][C@H:3]2[CH2:2][O:1]1. Solvent: CC(=O)C (acetone). Starting materials: OCC(=O)[C@@H](O)[C@H](O)[C@@H](O)CO (L-sorbose), II (iodine). The reactants are Cl (hydrochloric acid), C1(=CC=C(C=C1)S(=O)(=O)OCCC(CC)C(F)(F)F)C (3-(trifluoromethyl)pentyl p-toluenesulfonate), FC(CCS(=O)(=O)CC(=O)OC)(F)F (methyl (3,3,3-trifluoropropylsulfonyl)acetate), C([O-])([O-])=O.[K+].[K+] (potassium carbonate). The solvent is CS(=O)C (dimethyl sulfoxide). Conditions: temperature 60 celsius, time 4 day. Yields the product FC(C(CCC(C(=O)OC)S(=O)(=O)CCC(F)(F)F)CC)(F)F (methyl 5-trifluoromethyl-2-(3,3,3-trifluoropropylsulfonyl)heptanoate). Yield: 37.7%. As a reaction SMILES: C1(C)C=CC(S(O[CH2:11][CH2:12][CH:13]([C:16]([F:19])([F:18])[F:17])[CH2:14][CH3:15])(=O)=O)=CC=1.[F:21][C:22]([F:34])([F:33])[CH2:23][CH2:24][S:25]([CH2:28][C:29]([O:31][CH3:32])=[O:30])(=[O:27])=[O:26].C(=O)([O-])[O-].[K+].[K+].Cl>CS(C)=O>[F:17][C:16]([F:19])([F:18])[CH:13]([CH2:14][CH3:15])[CH2:12][CH2:11][CH:28]([S:25]([CH2:24][CH2:23][C:22]([F:21])([F:33])[F:34])(=[O:26])=[O:27])[C:29]([O:31][CH3:32])=[O:30] |f:2.3.4|. Reported procedure: To a solution of 2.7 g of 3-(trifluoromethyl)pentyl p-toluenesulfonate and 2.0 g of methyl (3,3,3-trifluoropropylsulfonyl)acetate in 30 ml of dimethyl sulfoxide was added 1.2 g of potassium carbonate at room temperature. The reaction mixture was heated to 60° C., stirred at the same temperature for four days, and then allowed to stand to cool to nearly room temperature. To the reaction mixture was added 10% hydrochloric acid, and then extracted with ethyl acetate. The organic layer was washed wi...